From a dataset of the Open Reaction Database (ORD), a public repository of structured organic reaction records. describe an organic reaction: reactants, conditions, products, and yield Starting materials: C(C)(C)(C)OC(=O)NCCCCCCC[C@@H](C(=O)OCC)N[C@H]1COC2=C(N(C1=O)CC(=O)OC(C)(C)C)C=CC=C2 (tert-butyl 3(S)-[8-tert-butoxycarbonylamino-1(S)-ethoxycarbonyloctyl]amino-4-oxo-2,3,4,5-tetrahydro-1,5-benzoxazepine-5-acetate), C(C)(=O)OCC.Cl (hydrogen chloride-ethyl acetate). Run in petroleum ether. Conditions: time 3.5 hour. Product: Cl.Cl.NCCCCCCC[C@@H](C(=O)OCC)N[C@H]1COC2=C(N(C1=O)CC(=O)O)C=CC=C2 (3(S)-[8-amino-1(S)-ethoxycarbonyloctyl]amino-4-oxo-2,3,4,5-tetrahydro-1,5-benzoxazepine-5-acetic acid.dihydrochloride). RXN SMILES: C(OC([NH:8][CH2:9][CH2:10][CH2:11][CH2:12][CH2:13][CH2:14][CH2:15][C@H:16]([NH:22][C@@H:23]1[C:29](=[O:30])[N:28]([CH2:31][C:32]([O:34]C(C)(C)C)=[O:33])[C:27]2[CH:39]=[CH:40][CH:41]=[CH:42][C:26]=2[O:25][CH2:24]1)[C:17]([O:19][CH2:20][CH3:21])=[O:18])=O)(C)(C)C.C(OCC)(=O)C.[ClH:49]>>[ClH:49].[ClH:49].[NH2:8][CH2:9][CH2:10][CH2:11][CH2:12][CH2:13][CH2:14][CH2:15][C@H:16]([NH:22][C@@H:23]1[C:29](=[O:30])[N:28]([CH2:31][C:32]([OH:34])=[O:33])[C:27]2[CH:39]=[CH:40][CH:41]=[CH:42][C:26]=2[O:25][CH2:24]1)[C:17]([O:19][CH2:20][CH3:21])=[O:18] |f:1.2,3.4.5|. Procedure details: A mixture of tert-butyl 3(S)-[8-tert-butoxycarbonylamino-1(S)-ethoxycarbonyloctyl]amino-4-oxo-2,3,4,5-tetrahydro-1,5-benzoxazepine-5-acetate (0.45 g) and 5N hydrogen chloride-ethyl acetate solution (10 ml) is allowed to stand for 3.5 hours at room temperature. The mixture is diluted with petroleum ether (80 ml) to precipitate colorless powder, which is collected and dried in vacuo to give 3(S)-[8-amino-1(S)-ethoxycarbonyloctyl]amino-4-oxo-2,3,4,5-tetrahydro-1,5-benzoxazepine-5-acetic acid.dihydr... The reactants are COC(C1=CC(=C(C=C1)NC1C(CCCC1)CC)NC(CC=1SC=CC1)=O)=O (4-(2-Ethyl-cyclohexylamino)-3-(2-thiophen-2-yl-acetylamino)-benzoic acid methyl ester), Cl (hydrochloric acid), O (water). Run in O1CCOCC1 (dioxane). Conditions: temperature 130 celsius. The product is C(C)C1C(CCCC1)N1C(=NC2=C1C=CC(=C2)C(=O)O)CC=2SC=CC2 (1-(2-Ethyl-cyclohexyl)-2-thiophen-2-ylmethyl-1H-benzoimidazole-5-carboxylic acid). Yield: 86.6%. As a reaction SMILES: C[O:2][C:3](=[O:28])[C:4]1[CH:9]=[CH:8][C:7]([NH:10][CH:11]2[CH2:16][CH2:15][CH2:14][CH2:13][CH:12]2[CH2:17][CH3:18])=[C:6]([NH:19][C:20](=O)[CH2:21][C:22]2[S:23][CH:24]=[CH:25][CH:26]=2)[CH:5]=1.Cl.O>O1CCOCC1>[CH2:17]([CH:12]1[CH2:13][CH2:14][CH2:15][CH2:16][CH:11]1[N:10]1[C:7]2[CH:8]=[CH:9][C:4]([C:3]([OH:2])=[O:28])=[CH:5][C:6]=2[N:19]=[C:20]1[CH2:21][C:22]1[S:23][CH:24]=[CH:25][CH:26]=1)[CH3:18]. Procedure details: 0.59 g 4-(2-Ethyl-cyclohexylamino)-3-(2-thiophen-2-yl-acetylamino)-benzoic acid methyl ester were reacted with 10 ml of 4M hydrochloric acid in dioxane at 130° C. in a microwave reactor for 20 min. 1 ml water was added and the mixture was heated to 130° C. for 30 min. The reaction was concentrated and the residue purified by chromatography (silica, ethyl acetate/heptane) to yield 0.47 g (88%) of 1-(2-Ethyl-cyclohexyl)-2-thiophen-2-ylmethyl-1H-benzoimidazole-5-carboxylic acid.